Dataset: the Open Reaction Database (ORD), a public repository of structured organic reaction records. Task: describe an organic reaction: reactants, conditions, products, and yield Reactants: C(C)OC(C(C(C(=C)C)O)NC=O)=O (2-formylamino-3-hydroxy-4-methyl-4-pentenoic acid ethyl ester), S(=O)(Br)Br (thionyl bromide), P(OC)(OC)OC (trimethyl phosphite). Product: C(C)OC(C(\C=C(\CP(=O)(OC)OC)/C)NC=O)=O (E-2-formylamino-4-methyl-5-dimethylphosphono-3-pentenoic acid ethyl ester). As a reaction SMILES: [CH2:1]([O:3][C:4](=[O:14])[CH:5]([NH:11][CH:12]=[O:13])[CH:6](O)[C:7]([CH3:9])=[CH2:8])[CH3:2].S(Br)(Br)=O.[P:19]([O:24]C)([O:22][CH3:23])[O:20][CH3:21]>>[CH2:1]([O:3][C:4](=[O:14])[CH:5]([NH:11][CH:12]=[O:13])/[CH:6]=[C:7](\[CH3:9])/[CH2:8][P:19]([O:22][CH3:23])([O:20][CH3:21])=[O:24])[CH3:2]. Reported procedure: By reaction of 2-formylamino-3-hydroxy-4-methyl-4-pentenoic acid ethyl ester with thionyl bromide and subsequent treatment with trimethyl phosphite in a manner analogous to that described in Example 1, E-2-formylamino-4-methyl-5-dimethylphosphono-3-pentenoic acid ethyl ester is obtained in the form of a pale yellow oil.